This data is from the Open Reaction Database (ORD), a public repository of structured organic reaction records. The task is: describe an organic reaction: reactants, conditions, products, and yield Reactants: FC=1C(=C(C=CC1)/C=C/C(=O)OC)N=C=NC1=C(C=CC(=C1)C(F)(F)F)OC (methyl (2E)-3-{3-fluoro-2-[({[2-methoxy-5-(trifluoromethyl)phenyl]-imino}methylene)amino]phenyl}-2-propenoate), FC1=CC=C(C=C1)N1CCNCC1 (1-(4-fluorophenyl)piperazine). Solvent: ClCCl (dichloromethane). Run at time 90 hour. The product is FC=1C=CC=C2C(N(C(=NC12)N1CCN(CC1)C1=CC=C(C=C1)F)C1=C(C=CC(=C1)C(F)(F)F)OC)CC(=O)OC (Methyl {8-fluoro-2-[4-(4-fluorophenyl)-1-piperazinyl]-3-[2-methoxy-5-(trifluoromethyl)phenyl]-3,4-dihydro-4-quinazolinyl}acetate). As a reaction SMILES: [F:1][C:2]1[C:3]([N:14]=[C:15]=[N:16][C:17]2[CH:22]=[C:21]([C:23]([F:26])([F:25])[F:24])[CH:20]=[CH:19][C:18]=2[O:27][CH3:28])=[C:4](/[CH:8]=[CH:9]/[C:10]([O:12][CH3:13])=[O:11])[CH:5]=[CH:6][CH:7]=1.[F:29][C:30]1[CH:35]=[CH:34][C:33]([N:36]2[CH2:41][CH2:40][NH:39][CH2:38][CH2:37]2)=[CH:32][CH:31]=1>ClCCl>[F:1][C:2]1[CH:7]=[CH:6][CH:5]=[C:4]2[C:3]=1[N:14]=[C:15]([N:39]1[CH2:38][CH2:37][N:36]([C:33]3[CH:32]=[CH:31][C:30]([F:29])=[CH:35][CH:34]=3)[CH2:41][CH2:40]1)[N:16]([C:17]1[CH:22]=[C:21]([C:23]([F:26])([F:25])[F:24])[CH:20]=[CH:19][C:18]=1[O:27][CH3:28])[CH:8]2[CH2:9][C:10]([O:12][CH3:13])=[O:11]. Procedure: 550 mg (1.39 mmol) of methyl (2E)-3-{3-fluoro-2-[({[2-methoxy-5-(trifluoromethyl)phenyl]-imino}methylene)amino]phenyl}-2-propenoate (Example 18A) and 251 mg (1.39 mmol) of 1-(4-fluorophenyl)piperazine are stirred in the presence of a spatula tip of silica gel in 15 ml of dichloromethane for 1 hour. After 90 hours of stirring under reflux, the product is purified by chromatography on silica gel (dichloromethane, dichloromethane/ethyl acetate 10:1). Reactants: CS(=O)(=O)OCCOC1=C(C=C(C=C1)Br)C(F)(F)F (2-(4-Bromo-2-(trifluoromethyl)phenoxy)ethyl methanesulfonate), O (water), C([O-])([O-])=O.[K+].[K+] (potassium carbonate), [N-]=[N+]=[N-].[Na+] (Sodium azide). The solvent is CN(C)C=O (DMF), CCOC(=O)C (EtOAc). Conditions: time 8 hour. Product: N(=[N+]=[N-])CCOC1=C(C=C(C=C1)Br)C(F)(F)F (1-(2-azidoethoxy)-4-bromo-2-(trifluoromethyl)benzene). RXN SMILES: CS(O[CH2:6][CH2:7][O:8][C:9]1[CH:14]=[CH:13][C:12]([Br:15])=[CH:11][C:10]=1[C:16]([F:19])([F:18])[F:17])(=O)=O.C(=O)([O-])[O-].[K+].[K+].[N-:26]=[N+:27]=[N-:28].[Na+].O>CN(C=O)C.CCOC(C)=O>[N:26]([CH2:6][CH2:7][O:8][C:9]1[CH:14]=[CH:13][C:12]([Br:15])=[CH:11][C:10]=1[C:16]([F:19])([F:18])[F:17])=[N+:27]=[N-:28] |f:1.2.3,4.5|. Reported procedure: 2-(4-Bromo-2-(trifluoromethyl)phenoxy)ethyl methanesulfonate (15.54 mmol, 5.643 g) and potassium carbonate (46.6 mmol, 6.44 g) were combined and stirred in DMF (50 ml). Sodium azide (46.6 mmol, 3.03 g) was added and the reaction stirred at room temperature overnight. Starting material remained. Reaction was heated to 60° C. for 5 hours. The reaction mixture was poured into water and diluted with EtOAc. The layers were separated and the organic dried over sodium sulfate and concentrated in vacuo.... Reported procedure: A stirred solution of 7 g (0.024 mole) of 3-(3,5-dichlorophenoxy)-1-pyrrolidinecarbonyl chloride in 70 ml of tetrahydrofuran was treated with 7 g (0.05 mole) of N,N,N'-triethylethylenediamine (slight exothermic) and stirred at ambient temperature overnight. The mixture filtered to remove a small amount of precipitate. The filtrate was diluted with 200 ml of ice water, extracted with 3×100 ml of benzene and the combined extracts washed with water, dried over magnesium sulfate and concentrated in ... The yield is 78.7%. The reactants are ClC=1C=C(OC2CN(CC2)C(=O)Cl)C=C(C1)Cl (3-(3,5-dichlorophenoxy)-1-pyrrolidinecarbonyl chloride), C(C)N(CCNCC)CC (N,N,N'-triethylethylenediamine), C(C(=O)O)(=O)O (oxalic acid). Reaction SMILES: [Cl:1][C:2]1[CH:3]=[C:4]([CH:14]=[C:15]([Cl:17])[CH:16]=1)[O:5][CH:6]1[CH2:10][CH2:9][N:8]([C:11](Cl)=[O:12])[CH2:7]1.[CH2:18]([N:20]([CH2:26][CH3:27])[CH2:21][CH2:22][NH:23][CH2:24][CH3:25])[CH3:19].C(O)(=O)C(O)=O>O1CCCC1.CC(C)=O>[Cl:1][C:2]1[CH:3]=[C:4]([CH:14]=[C:15]([Cl:17])[CH:16]=1)[O:5][CH:6]1[CH2:10][CH2:9][N:8]([C:11]([N:23]([CH2:22][CH2:21][N:20]([CH2:26][CH3:27])[CH2:18][CH3:19])[CH2:24][CH3:25])=[O:12])[CH2:7]1. The product is ClC=1C=C(OC2CN(CC2)C(=O)N(CC)CCN(CC)CC)C=C(C1)Cl (3-(3,5-Dichlorophenoxy)-N-[2-(diethylamino)ethyl]-N-ethyl-1-pyrrolidinecarboxamide). Run at time 8 hour. The solvent is CC(=O)C (acetone), O1CCCC1 (tetrahydrofuran). Starting materials: CCO, CCOC(=O)C(=NOC)c1nc(Cl)cc(NC=O)n1, O=P(Cl)(Cl)Cl. Yields the product CCOC(=O)C(=NOC)c1nc(N)cc(Cl)n1. As a reaction SMILES: [CH3:25][CH2:26][OH:27].[Cl:1][c:2]1[n:3][c:4]([C:11]([C:12](=[O:13])[O:14][CH2:15][CH3:16])=[N:17][O:18][CH3:19])[n:5][c:6]([NH:8][CH:9]=[O:10])[cH:7]1.[P:20]([Cl:21])([Cl:22])([Cl:23])=[O:24]>>[Cl:1][c:2]1[n:3][c:4]([C:11]([C:12](=[O:13])[O:14][CH2:15][CH3:16])=[N:17][O:18][CH3:19])[n:5][c:6]([NH2:8])[cH:7]1. Starting materials: Title compound E, C1(CCCC1)CC(C(NC=1SC2=NC(=CC=C2N1)OC)=O)C1=CC=C(C=C1)S(=O)(=O)Cl (4-[2-Cyclopentyl-1-(5-methoxy-thiazolo[5,4-b]pyridin-2-ylcarbamoyl)-ethyl]-benzenesulfonyl chloride), C(C)OC(=O)C1CCNCC1 (piperidine-4-carboxylic acid ethyl ester), C(C)(C)N(CC)C(C)C (diisopropylethylamine). Solvent: ClCCl (dichloromethane), ClCCl (dichloromethane). Conditions: time 1 hour. Yields the product C(C)OC(=O)C1CCN(CC1)S(=O)(=O)C1=CC=C(C=C1)C(CC1CCCC1)C(NC=1SC2=NC(=CC=C2N1)OC)=O (1-{4-[2-Cyclopentyl-1-(5-methoxy-thiazolo[5,4-b]pyridin-2-ylcarbamoyl)-ethyl]-benzenesulfonyl}-piperidine-4-carboxylic Acid Ethyl Ester). Isolated yield 71.3%. As a reaction SMILES: [CH:1]1([CH2:6][CH:7]([C:22]2[CH:27]=[CH:26][C:25]([S:28](Cl)(=[O:30])=[O:29])=[CH:24][CH:23]=2)[C:8](=[O:21])[NH:9][C:10]2[S:11][C:12]3[C:17]([N:18]=2)=[CH:16][CH:15]=[C:14]([O:19][CH3:20])[N:13]=3)[CH2:5][CH2:4][CH2:3][CH2:2]1.[CH2:32]([O:34][C:35]([CH:37]1[CH2:42][CH2:41][NH:40][CH2:39][CH2:38]1)=[O:36])[CH3:33].C(N(C(C)C)CC)(C)C>ClCCl>[CH2:32]([O:34][C:35]([CH:37]1[CH2:42][CH2:41][N:40]([S:28]([C:25]2[CH:24]=[CH:23][C:22]([CH:7]([C:8](=[O:21])[NH:9][C:10]3[S:11][C:12]4[C:17]([N:18]=3)=[CH:16][CH:15]=[C:14]([O:19][CH3:20])[N:13]=4)[CH2:6][CH:1]3[CH2:2][CH2:3][CH2:4][CH2:5]3)=[CH:27][CH:26]=2)(=[O:30])=[O:29])[CH2:39][CH2:38]1)=[O:36])[CH3:33]. Procedure details: Title compound E, 4-[2-Cyclopentyl-1-(5-methoxy-thiazolo[5,4-b]pyridin-2-ylcarbamoyl)-ethyl]-benzenesulfonyl chloride (120 mg, 0.2499 mmol) was dissolved in dichloromethane. To this was added a solution of piperidine-4-carboxylic acid ethyl ester (38 μL, 0.2499 mmol) and diisopropylethylamine (87 μL, 0.4998 mmol) in dichloromethane. The reaction was stirred at room temperature for 1 hour, then concentrated. The residue was partitioned between 1N hydrochloric acid and ethyl acetate. The organic l... Starting materials: CC1CCC(N(C(=O)C(C)(C)C)C2CC(C(N)=O)N(C(=O)OC(C)(C)C)C2)CC1, ClCCl, O=C(OC(=O)C(F)(F)F)C(F)(F)F. Product: CC1CCC(N(C(=O)C(C)(C)C)C2CC(C#N)N(C(=O)OC(C)(C)C)C2)CC1. Reaction SMILES: [C:1](=[O:2])([O:3][C:4]([CH3:5])([CH3:6])[CH3:7])[N:8]1[CH:9]([C:27](=[O:28])[NH2:29])[CH2:10][CH:11]([N:13]([CH:14]2[CH2:15][CH2:16][CH:17]([CH3:20])[CH2:18][CH2:19]2)[C:21]([C:22]([CH3:23])([CH3:24])[CH3:25])=[O:26])[CH2:12]1.[Cl:43][CH2:44][Cl:45].[F:30][C:31]([F:32])([F:33])[C:34]([O:35][C:36](=[O:37])[C:38]([F:39])([F:40])[F:41])=[O:42]>>[C:1](=[O:2])([O:3][C:4]([CH3:5])([CH3:6])[CH3:7])[N:8]1[CH:9]([C:27]#[N:29])[CH2:10][CH:11]([N:13]([CH:14]2[CH2:15][CH2:16][CH:17]([CH3:20])[CH2:18][CH2:19]2)[C:21]([C:22]([CH3:23])([CH3:24])[CH3:25])=[O:26])[CH2:12]1.